Dataset: the Open Reaction Database (ORD), a public repository of structured organic reaction records. Task: describe an organic reaction: reactants, conditions, products, and yield Starting materials: CN(/C=C/C(=O)C1=NN(C=CC1=O)C1=CC=C(C=C1)OC(F)(F)F)C (3-((E)-3-Dimethylamino-acryloyl)-1-(4-trifluoromethoxy-phenyl)-1H-pyridazin-4-one), N(N)C1=CC=C(C#N)C=C1 (4-hydrazino-benzonitrile). The solvent is C(C)O (ethanol). Yields the product O=C1C(=NN(C=C1)C1=CC=C(C=C1)OC(F)(F)F)C1=CC=NN1C1=CC=C(C#N)C=C1 (4-{5-[4-Oxo-1-(4-trifluoromethoxy-phenyl)-1,4-dihydro-pyridazin-3-yl]-pyrazol-1-yl}-benzonitrile). RXN SMILES: C[N:2](C)/[CH:3]=[CH:4]/[C:5]([C:7]1[C:12](=[O:13])[CH:11]=[CH:10][N:9]([C:14]2[CH:19]=[CH:18][C:17]([O:20][C:21]([F:24])([F:23])[F:22])=[CH:16][CH:15]=2)[N:8]=1)=O.[NH:26]([C:28]1[CH:35]=[CH:34][C:31]([C:32]#[N:33])=[CH:30][CH:29]=1)N>C(O)C>[O:13]=[C:12]1[CH:11]=[CH:10][N:9]([C:14]2[CH:19]=[CH:18][C:17]([O:20][C:21]([F:24])([F:23])[F:22])=[CH:16][CH:15]=2)[N:8]=[C:7]1[C:5]1[N:26]([C:28]2[CH:35]=[CH:34][C:31]([C:32]#[N:33])=[CH:30][CH:29]=2)[N:2]=[CH:3][CH:4]=1. Procedure: The product was obtained starting from 3-((E)-3-Dimethylamino-acryloyl)-1-(4-trifluoromethoxy-phenyl)-1H-pyridazin-4-one (A-8) and 4-hydrazino-benzonitrile in ethanol as solvent according to the method described for example 43. MS: M=424.1 (M+H)+ Reactants: ClC=1C=C(COC(C(O)C2=CC=C(C=C2)OCC2=CC(=C(C=C2)Cl)Cl)=O)C=CC1Cl (2-[4-(3,4-Dichloro-benzyloxy)-phenyl]-2-hydroxy-acetic acid 3,4-dichloro-benzyl ester), Cl (HCl), CCOC(=O)C (EtOAc), [OH-].[Li+] (lithium hydroxide). Solvent: C1CCOC1.CO (THF methanol). Conditions: time 16 hour. Product: desired product, ClC=1C=C(COC2=CC=C(C=C2)C(C(=O)O)O)C=CC1Cl ([4-(3,4-dichloro-benzyloxy)-phenyl]-hydroxy-acetic acid). RXN SMILES: ClC1C=C(C=CC=1Cl)C[O:6][C:7](=[O:26])[CH:8]([C:10]1[CH:15]=[CH:14][C:13]([O:16][CH2:17][C:18]2[CH:23]=[CH:22][C:21]([Cl:24])=[C:20]([Cl:25])[CH:19]=2)=[CH:12][CH:11]=1)[OH:9].[OH-].[Li+].Cl.CCOC(C)=O>C1COCC1.CO>[Cl:25][C:20]1[CH:19]=[C:18]([CH:23]=[CH:22][C:21]=1[Cl:24])[CH2:17][O:16][C:13]1[CH:14]=[CH:15][C:10]([CH:8]([OH:9])[C:7]([OH:26])=[O:6])=[CH:11][CH:12]=1 |f:1.2,5.6|. Procedure details: 2-[4-(3,4-Dichloro-benzyloxy)-phenyl]-2-hydroxy-acetic acid 3,4-dichloro-benzyl ester (9.4 g) was dissolved in 120 mL of THF-methanol (4:1) and 2N lithium hydroxide solution (39 mL) added. The resulting reaction mixture was stirred at room temperature 16 h. The mixture was poured onto 1N HCl and EtOAc and the organic layer was washed with brine, dried over sodium sulfate, and concentrated. The residual oil was taken up in minimal DCM and hexanes added to give a solid. The solid was filtered and ... Starting materials: [Br-].[Mg+2].[Br-] (Magnesium bromide), C(CCC)[Li] (butyllithium), S1C=CC2=C1C=CC=C2 (benzothiophene), C[Si](N([Si](C)(C)C)CC#CCOC)(C)C (N,N-bis(trimethylsilyl)-4-methoxy-2-butynylamine), Cl (hydrochloride). The reagents and catalysts are Cl[Ni]Cl (NiCl2). Run in CCOCC (ether). Run at temperature 0 celsius. Product: S1C(=CC2=C1C=CC=C2)[Mg]Br (2-Benzothiophenylmagnesium bromide), hydrochloride salt. Isolated yield 72.0%. Reaction SMILES: C([Li])CCC.[S:6]1[C:10]2[CH:11]=[CH:12][CH:13]=[CH:14][C:9]=2[CH:8]=[CH:7]1.[Br-:15].[Mg+2:16].[Br-].C[Si](C)(C)N(CC#CCOC)[Si](C)(C)C.Cl>Cl[Ni]Cl.CCOCC>[S:6]1[C:10]2[CH:11]=[CH:12][CH:13]=[CH:14][C:9]=2[CH:8]=[C:7]1[Mg:16][Br:15] |f:2.3.4|. Reported procedure: 2-Benzothiophenylmagnesium bromide was prepared by adding butyllithium (5.1 ml. 15.8 mM) to benzothiophene (1.7 g, 12.7 mM) in a 3-necked, 100 ml flask with septum, stir bar, thermometer, and nitrogen inlet, in the presence of ether (15 ml), allowing reaction to reflux about 15 minutes, and then cooling to 0° C. in ice. Magnesium bromide etherate (12.7 mM) was added all at once and was allowed to warm to 20° C. over about 15 minutes. Then NiCl2 (dppp) (30 mg) was added and, following the procedu... Starting materials: [Al+3], C1CCOC1, COC(=O)c1cnccc1C(F)(F)F, [H-], [H-], [H-], [H-], [Li+]. Yields the product OCc1cnccc1C(F)(F)F. Reaction SMILES: [Al+3:2].[CH2:21]1[O:22][CH2:23][CH2:24][CH2:25]1.[F:7][C:8]([c:9]1[cH:10][cH:11][n:12][cH:13][c:14]1[C:15](=[O:16])[O:17][CH3:18])([F:19])[F:20].[H-:1].[H-:4].[H-:5].[H-:6].[Li+:3]>>[F:7][C:8]([c:9]1[cH:10][cH:11][n:12][cH:13][c:14]1[CH2:15][OH:16])([F:19])[F:20]. The reactants are NC(=O)C1=CN=C(S1)N1CCC(CC1)NC(OC(C)(C)C)=O (tert-butyl 1-[5-(aminocarbonyl)-1,3-thiazol-2-yl]piperidin-4-ylcarbamate), NC(=O)C1=CN=C(S1)N1CCC(CC1)NC(OC(C)(C)C)=O (tert-butyl 1-[5-(aminocarbonyl)-1,3-thiazol-2-yl]piperidin-4-ylcarbamate), Cl.ClC1=C(NC(=C1Cl)C)C(=O)NC1CCNCC1 (3,4-Dichloro-5-methyl-N-piperidin-4-yl-1H-pyrrole-2-carboxamide hydrochloride). Yields the product Cl.NC1CCN(CC1)C=1SC(=CN1)C(=O)N (2-(4-Aminopiperidin-1-yl)-1,3-thiazole-5-carboxamide hydrochloride). RXN SMILES: [NH2:1][C:2]([C:4]1[S:8][C:7]([N:9]2[CH2:14][CH2:13][CH:12]([NH:15]C(=O)OC(C)(C)C)[CH2:11][CH2:10]2)=[N:6][CH:5]=1)=[O:3].Cl.[Cl:24]C1C(Cl)=C(C)NC=1C(NC1CCNCC1)=O>>[ClH:24].[NH2:15][CH:12]1[CH2:13][CH2:14][N:9]([C:7]2[S:8][C:4]([C:2]([NH2:1])=[O:3])=[CH:5][N:6]=2)[CH2:10][CH2:11]1 |f:1.2,3.4|. Procedure: Title compound was synthesized from tert-butyl 1-[5-(aminocarbonyl)-1,3-thiazol-2-yl]piperidin-4-ylcarbamate (Intermediate 82) by an analogous method to Intermediate 1. Reactants: Cc1ccc(CBr)cc1, O=C([O-])[O-], COc1ccc2c(c1)CNC2=O, CC#N, [Cs+], [Cs+]. Product: COc1ccc2c(c1)CN(Cc1ccc(C)cc1)C2=O. Reaction SMILES: [Br:19][CH2:20][c:21]1[cH:22][cH:23][c:24]([CH3:27])[cH:25][cH:26]1.[C:13](=[O:14])([O-:15])[O-:16].[CH3:1][O:2][c:3]1[cH:4][c:5]2[c:9]([cH:10][cH:11]1)[C:8](=[O:12])[NH:7][CH2:6]2.[CH3:28][C:29]#[N:30].[Cs+:17].[Cs+:18]>>[CH3:1][O:2][c:3]1[cH:4][c:5]2[c:9]([cH:10][cH:11]1)[C:8](=[O:12])[N:7]([CH2:20][c:21]1[cH:22][cH:23][c:24]([CH3:27])[cH:25][cH:26]1)[CH2:6]2. The reactants are O=N[O-], CCc1cccc(NC(=O)Nc2ccc(-c3cc(C(C)(C)C)nc4[nH]nc(N)c34)cc2)c1, [Na+], O=S(=O)(O)O. Yields the product CCc1cccc(NC(=O)Nc2ccc(-c3cc(C(C)(C)C)nc4[nH]ncc34)cc2)c1. As a reaction SMILES: [N:38]([O-:39])=[O:40].[NH2:1][c:2]1[n:3][nH:4][c:5]2[n:6][c:7]([C:29]([CH3:30])([CH3:31])[CH3:32])[cH:8][c:9](-[c:11]3[cH:12][cH:13][c:14]([NH:17][C:18](=[O:19])[NH:20][c:21]4[cH:22][c:23]([CH2:27][CH3:28])[cH:24][cH:25][cH:26]4)[cH:15][cH:16]3)[c:10]12.[Na+:41].[S:33](=[O:34])(=[O:35])([OH:36])[OH:37]>>[cH:2]1[n:3][nH:4][c:5]2[n:6][c:7]([C:29]([CH3:30])([CH3:31])[CH3:32])[cH:8][c:9](-[c:11]3[cH:12][cH:13][c:14]([NH:17][C:18](=[O:19])[NH:20][c:21]4[cH:22][c:23]([CH2:27][CH3:28])[cH:24][cH:25][cH:26]4)[cH:15][cH:16]3)[c:10]12. RXN SMILES: [C:1]([CH3:2])(=[O:3])[c:4]1[s:5][cH:6][cH:7][c:8]1[Br:9].[CH3:15][N:16]1[CH2:17][CH2:18][CH2:19][C:20]1=[O:21].[Cu:10]([C:11]#[N:12])[C:13]#[N:14].[OH2:22]>>[C:1]([CH3:2])(=[O:3])[c:4]1[s:5][cH:6][cH:7][c:8]1[C:11]#[N:12]. The product is CC(=O)c1sccc1C#N. The reactants are CC(=O)c1sccc1Br, CN1CCCC1=O, N#C[Cu]C#N, O. Reactants: C([O-])(O)=O.[Na+] (sodium bicarbonate), C(C)(=O)OCC (ethyl acetate), C[N+]1=CC(=CC=C1)C(NC1CCC(CC1)OC(CCCC1=CC=C(C=C1)N(CCCl)CCCl)=O)=O (1-Methyl-3-(N-{4-[4-(4-{[bis(2-chloroethyl)]amino}phenyl)butanoyloxy]cyclohexyl}carbamoyl)pyridinium), S(=O)([O-])S(=O)[O-].[Na+].[Na+] (sodium dithionite). The solvent is C(C)#N (acetonitrile), O (water). Run at temperature 0 celsius, time 90 minute. The product is CN1C=C(CC=C1)C(NC1CCC(CC1)OC(CCCC1=CC=C(C=C1)N(CCCl)CCCl)=O)=O (1-Methyl-3-(N-{4-[4-(4-{[bis(2-chloroethyl)]amino}phenyl)butanoyloxy]cyclohexyl}carbamoyl)-1,4-dihydropyridine). Reaction SMILES: [CH3:1][N+:2]1[CH:7]=[CH:6][CH:5]=[C:4]([C:8](=[O:35])[NH:9][CH:10]2[CH2:15][CH2:14][CH:13]([O:16][C:17](=[O:34])[CH2:18][CH2:19][CH2:20][C:21]3[CH:26]=[CH:25][C:24]([N:27]([CH2:31][CH2:32][Cl:33])[CH2:28][CH2:29][Cl:30])=[CH:23][CH:22]=3)[CH2:12][CH2:11]2)[CH:3]=1.C(=O)(O)[O-].[Na+].S(S([O-])=O)([O-])=O.[Na+].[Na+].C(OCC)(=O)C>C(#N)C.O>[CH3:1][N:2]1[CH:7]=[CH:6][CH2:5][C:4]([C:8](=[O:35])[NH:9][CH:10]2[CH2:15][CH2:14][CH:13]([O:16][C:17](=[O:34])[CH2:18][CH2:19][CH2:20][C:21]3[CH:22]=[CH:23][C:24]([N:27]([CH2:31][CH2:32][Cl:33])[CH2:28][CH2:29][Cl:30])=[CH:25][CH:26]=3)[CH2:12][CH2:11]2)=[CH:3]1 |f:1.2,3.4.5|. Procedure details: The quaternary salt prepared in Example 81 (0.34 g, 05 mol) was dissolved in 0.5 mL of acetonitrile and taken up in 20 mL of degassed water (bubbling N2) cooled to 0° C. To the stirring solution, sodium bicarbonate (0.27 g, 0.003 mol) was added, followed first by 0.37 g (0.002 mol) of sodium dithionite and then by 20 mL of ethyl acetate. After 90 minutes, the organic phase was removed and the aqueous phase was extracted 3 to 4 times with ethyl acetate. The ethyl acetate extracts were combined, d...